From a dataset of the Open Reaction Database (ORD), a public repository of structured organic reaction records. describe an organic reaction: reactants, conditions, products, and yield Starting materials: C1=CC=CC=2CN(CC3=C(C21)C=CC=C3)C#N (5,7-dihydro-6H-dibenz[c,e]azepine-6-carbonitrile), OC(CON=C(C)C)C (acetone (2-hydroxypropyl) oxime). Product: C1=CC=CC=2CN(CC3=C(C21)C=CC=C3)C(OC(CON=C(C)C)C)=N (2-[(isopropylideneamino)oxy]-1-methylethyl 5,7-dihydro-6H-dibenz[c,e]azepine-6-carboximidate). Reaction SMILES: [CH:1]1[C:11]2[C:10]3[CH:12]=[CH:13][CH:14]=[CH:15][C:9]=3[CH2:8][N:7]([C:16]#[N:17])[CH2:6][C:5]=2[CH:4]=[CH:3][CH:2]=1.[OH:18][CH:19]([CH3:26])[CH2:20][O:21][N:22]=[C:23]([CH3:25])[CH3:24]>>[CH:1]1[C:11]2[C:10]3[CH:12]=[CH:13][CH:14]=[CH:15][C:9]=3[CH2:8][N:7]([C:16](=[NH:17])[O:18][CH:19]([CH3:26])[CH2:20][O:21][N:22]=[C:23]([CH3:25])[CH3:24])[CH2:6][C:5]=2[CH:4]=[CH:3][CH:2]=1. Procedure details: starting from 5,7-dihydro-6H-dibenz[c,e]azepine-6-carbonitrile and acetone (2-hydroxypropyl) oxime, there is obtained 2-[(isopropylideneamino)oxy]-1-methylethyl 5,7-dihydro-6H-dibenz[c,e]azepine-6-carboximidate as a syrup, mass spectrum m/e: M+ 351 (12), 295 (4), 237 (81), 194 (100), 114 (35), 56 (78);